From a dataset of the Open Reaction Database (ORD), a public repository of structured organic reaction records. describe an organic reaction: reactants, conditions, products, and yield Procedure details: A mixture of 3-formyl-5-chlorobenzoic acid (66.5 g, 0.36 moles), thionyl chloride (51.5 g, 0.43 moles), and dimethylformamide (1 ml), in toluene (400 ml) was slowly warmed to 70° C. and stirred at that temperature for 2 hours. The toluene was eliminated in the rotavap to yield 3-formyl-5-chlorobenzoyl chloride, used in the next step as such. The reactants are C(=O)C=1C=C(C(=O)O)C=C(C1)Cl (3-formyl-5-chlorobenzoic acid), S(=O)(Cl)Cl (thionyl chloride), CN(C=O)C (dimethylformamide). Run in C1(=CC=CC=C1)C (toluene), C1(=CC=CC=C1)C (toluene). The product is C(=O)C=1C=C(C(=O)Cl)C=C(C1)Cl (3-formyl-5-chlorobenzoyl chloride). As a reaction SMILES: [CH:1]([C:3]1[CH:4]=[C:5]([CH:9]=[C:10]([Cl:12])[CH:11]=1)[C:6](O)=[O:7])=[O:2].S(Cl)([Cl:15])=O.CN(C)C=O>C1(C)C=CC=CC=1>[CH:1]([C:3]1[CH:4]=[C:5]([CH:9]=[C:10]([Cl:12])[CH:11]=1)[C:6]([Cl:15])=[O:7])=[O:2]. Reaction conditions: time 2 hour.